This data is from the Open Reaction Database (ORD), a public repository of structured organic reaction records. The task is: describe an organic reaction: reactants, conditions, products, and yield Reactants: CS(C)=O, CC(N)CCc1ccc(C(N)=O)s1, c1cncc(C2CO2)c1, O. Yields the product CC(CCc1ccc(C(N)=O)s1)NCC(O)c1cccnc1. Reaction SMILES: [CH3:23][S:24]([CH3:25])=[O:26].[NH2:10][CH:11]([CH2:12][CH2:13][c:14]1[cH:15][cH:16][c:17]([C:19](=[O:20])[NH2:21])[s:18]1)[CH3:22].[O:1]1[CH:2]([c:4]2[cH:5][n:6][cH:7][cH:8][cH:9]2)[CH2:3]1.[OH2:27]>>[OH:1][CH:2]([CH2:3][NH:10][CH:11]([CH2:12][CH2:13][c:14]1[cH:15][cH:16][c:17]([C:19](=[O:20])[NH2:21])[s:18]1)[CH3:22])[c:4]1[cH:5][n:6][cH:7][cH:8][cH:9]1. Starting materials: C(C1=CC=CC=C1)=O (benzaldehyde), N[C@@H](C)C(=O)O (L-Alanine), [BH4-].[Na+] (sodium borohydride), [BH4-].[Na+] (sodium borohydride), [OH-].[Na+] (NaOH), C(C1=CC=CC=C1)=O (benzaldehyde), [BH4-].[Na+] (sodium borohydride). Run at time 20 minute. The product is C(C1=CC=CC=C1)N[C@@H](C)C(=O)O (N-Benzylalanine). As a reaction SMILES: [NH2:1][C@H:2]([C:4]([OH:6])=[O:5])[CH3:3].[OH-].[Na+].[CH:9](=O)[C:10]1[CH:15]=[CH:14][CH:13]=[CH:12][CH:11]=1.[BH4-].[Na+]>>[CH2:9]([NH:1][C@H:2]([C:4]([OH:6])=[O:5])[CH3:3])[C:10]1[CH:15]=[CH:14][CH:13]=[CH:12][CH:11]=1 |f:1.2,4.5|. Procedure details: L-Alanine (44.6 g, 0.5 mole)) was taken up in 250 mL 2N-NaOH to which was added benzaldehyde (50 mL, 0.5 mole). The resulting suspension was stirred at room temperature for approximately 20 minutes. After this period a pale yellow solution resulted. This solution was cooled in an ice/acetone bath and sodium borohydride (5.7 g, 0.15 mole) added in 1.0 g portions while keeping the temperature below 15° C. A large flask is necessary as a good deal of foaming takes place during the course of the rea... The reactants are C[C@]12CC[C@H]3[C@H]([C@@H]1CCC2=O)CC=C4[C@@]3(CC[C@@H](C4)O)C (dehydroepiandrosterone), CC1(CC1)N (1-methylcyclopropylamine). Yields the product CC1(CC1)N=C1[C@]2(C)[C@@H](CC1)[C@@H]1CC=C3C[C@H](CC[C@]3(C)[C@H]1CC2)O (17-(1-methylcyclopropylimino)androst-5-en-3β-ol). RXN SMILES: [CH3:1][C@@:2]12[C:10](=O)[CH2:9][CH2:8][C@H:7]1[C@@H:6]1[CH2:12][CH:13]=[C:14]3[CH2:19][C@@H:18]([OH:20])[CH2:17][CH2:16][C@:15]3([CH3:21])[C@H:5]1[CH2:4][CH2:3]2.[CH3:22][C:23]1([NH2:26])[CH2:25][CH2:24]1>>[CH3:22][C:23]1([N:26]=[C:10]2[CH2:9][CH2:8][C@H:7]3[C@H:6]4[C@H:5]([CH2:4][CH2:3][C@:2]23[CH3:1])[C@:15]2([CH3:21])[C:14]([CH2:19][C@@H:18]([OH:20])[CH2:17][CH2:16]2)=[CH:13][CH2:12]4)[CH2:25][CH2:24]1. Procedure details: Reaction of dehydroepiandrosterone with 1-methylcyclopropylamine according to the procedure described in Example 1 gives 17-(1-methylcyclopropylimino)androst-5-en-3β-ol. This is then reduced with sodium borohydride according to the procedure in Example 2 to give 17β-(1-methylcyclopropylamino)androst-5-en-3β-ol. Starting materials: C(C(=C)C)(=O)OCCO (2-hydroxyethyl methacrylate), C(C(=C)C)(=O)OCCO (HEMA), GMA-HEMA, CC(=O)C (acetone). Yields the product C(C(=C)C)(=O)OCCO (HEMA), C(C(=C)C)(=O)OCC1CO1 (GMA). RXN SMILES: [C:1]([O:6][CH2:7][CH2:8][OH:9])(=[O:5])[C:2]([CH3:4])=[CH2:3].[CH3:10][C:11]([CH3:13])=[O:12]>>[C:1]([O:6][CH2:7][CH2:8][OH:9])(=[O:5])[C:2]([CH3:4])=[CH2:3].[C:1]([O:6][CH2:10][CH:11]1[O:12][CH2:13]1)(=[O:5])[C:2]([CH3:4])=[CH2:3]. Procedure: A copolymer of 2-hydroxyethyl methacrylate (HEMA; the extra pure grade reagent, Wako Pure Chemical Industries, Ltd., Japan) and glycidyl methacrylate (GMA; Nacalai tesque, Ltd., Japan) was prepared as a polymer for coating as follows. First of all, those reagents were distilled under reduced pressure to remove the polymerization inhibitor (hydroxy monomethyl ether). Then, 12 mL of HEMA and 60 μL of GMA in 50 mL of ethanol were polymerized at 60° C. for ten hours in the presence of 400 mg of α,α′... As a reaction SMILES: [F:1][C:2]1[CH:3]=[C:4]([CH:7]=[CH:8][C:9]=1[N:10]1[CH2:15][CH2:14][N:13]([C:16](=[O:28])[C:17]2[CH:22]=[C:21]([S:23]([CH3:26])(=[O:25])=[O:24])[CH:20]=[CH:19][C:18]=2I)[CH2:12][CH2:11]1)[C:5]#[N:6].[CH3:29][C:30]1[CH:31]=[N:32][NH:33][CH:34]=1>>[F:1][C:2]1[CH:3]=[C:4]([CH:7]=[CH:8][C:9]=1[N:10]1[CH2:15][CH2:14][N:13]([C:16](=[O:28])[C:17]2[CH:22]=[C:21]([S:23]([CH3:26])(=[O:25])=[O:24])[CH:20]=[CH:19][C:18]=2[N:32]2[CH:31]=[C:30]([CH3:29])[CH:34]=[N:33]2)[CH2:12][CH2:11]1)[C:5]#[N:6]. Reported procedure: The title compound was prepared according to the procedure described for example 294 from 3-Fluoro-4-[4-(2-iodo-5-methanesulfonyl-benzoyl)-piperazin-1-yl]-benzonitrile (compound CL) and 4-Methyl-1H-pyrazole (20% yield, white foam, MS (m/e): 468.3 (M+H, 100%) The product is FC=1C=C(C#N)C=CC1N1CCN(CC1)C(C1=C(C=CC(=C1)S(=O)(=O)C)N1N=CC(=C1)C)=O (3-Fluoro-4-{4-[5-methanesulfonyl-2-(4-methyl-pyrazol-1-yl)-benzoyl]-piperazin-1-yl}-benzonitrile). Reactants: FC=1C=C(C#N)C=CC1N1CCN(CC1)C(C1=C(C=CC(=C1)S(=O)(=O)C)I)=O (3-Fluoro-4-[4-(2-iodo-5-methanesulfonyl-benzoyl)-piperazin-1-yl]-benzonitrile), CC=1C=NNC1 (4-Methyl-1H-pyrazole). Isolated yield 20.0%. The reactants are COC(N1CCC(CC1)CCC=1N(CCN1)CC)OC (4-[2-(1-ethyl-4,5-dihydro-imidazol-2-yl)ethyl]-1-piperidine carboxaldehyde dimethylacetal), CC1([C@@H](N2[C@H](S1)[C@@H](C2=O)N)C(=O)O)C (6-aminopenicillanic acid), C(C)(C)N(CC)C(C)C (diisopropylethylamine), C(Cl)(Cl)Cl (chloroform), C(Cl)(Cl)Cl (chloroform). Reaction conditions: temperature 0 celsius, time 3 hour. The product is Cl.C(C)N1C(=NCC1)CCC1CCN(CC1)C=NC1C2SC(C(N2C1=O)C(=O)O)(C)C (6-[[[4-[2-(1-ethyl-4,5-dihydro-1H-imidazol-2-yl)ethyl]-1-piperidinyl]methylene]amino]-3,3-dimethyl-7-oxo-4-thia-1-azabicyclo[3.2.0]heptane-2-carboxylic acid hydrochloride). The yield is 35.0%. Reaction SMILES: CO[CH:3](OC)[N:4]1[CH2:9][CH2:8][CH:7]([CH2:10][CH2:11][C:12]2[N:13]([CH2:17][CH3:18])[CH2:14][CH2:15][N:16]=2)[CH2:6][CH2:5]1.[CH3:21][C:22]1([CH3:34])[S:26][C@@H:25]2[C@H:27]([NH2:30])[C:28](=[O:29])[N:24]2[C@H:23]1[C:31]([OH:33])=[O:32].C(N(C(C)C)CC)(C)C.C(Cl)(Cl)[Cl:45]>>[ClH:45].[CH2:17]([N:13]1[CH2:14][CH2:15][N:16]=[C:12]1[CH2:11][CH2:10][CH:7]1[CH2:6][CH2:5][N:4]([CH:3]=[N:30][CH:27]2[C:28](=[O:29])[N:24]3[CH:25]2[S:26][C:22]([CH3:34])([CH3:21])[CH:23]3[C:31]([OH:33])=[O:32])[CH2:9][CH2:8]1)[CH3:18] |f:4.5|. Reported procedure: A solution of 4-[2-(1-ethyl-4,5-dihydro-imidazol-2-yl)ethyl]piperidine (0.66 g, 0.0031M) in methanol (6 ml) and dimethylformamide dimethylacetal (6 ml) was heated at 90° C. for 6 hrs. Removal of the excess of dimethylformamide dimethylacetal gave 4-[2-(1-ethyl-4,5-dihydro-imidazol-2-yl)ethyl]-1-piperidine carboxaldehyde dimethylacetal. The solution of the piperidine carboxaldehyde dimethylacetal in chloroform (5 ml) was then added to a mixture of 6-aminopenicillanic acid (0.6 g, 0.0028M) and dii... Reactants: ClC1=CC=C(C=C1)C=1N=C2N(C=CC=C2)C1CC1=NOC(=N1)C(=O)OCC (ethyl 3-((2-(4-chlorophenyl)imidazo[1,2-a]pyridin-3-yl)methyl)-1,2,4-oxadiazole-5-carboxylate), NN.O (NH2NH2.H2O). The solvent is CO (MeOH). Conditions: time 15 minute. Yields the product ClC1=CC=C(C=C1)C=1N=C2N(C=CC=C2)C1CC1=NOC(=N1)C(=O)NN (3-((2-(4-chlorophenyl)imidazo[1,2-a]pyridin-3-yl)methyl)-1,2,4-oxadiazole-5-carbohydrazide). Isolated yield 85.2%. Reaction SMILES: [Cl:1][C:2]1[CH:7]=[CH:6][C:5]([C:8]2[N:9]=[C:10]3[CH:15]=[CH:14][CH:13]=[CH:12][N:11]3[C:16]=2[CH2:17][C:18]2[N:22]=[C:21]([C:23]([O:25]CC)=O)[O:20][N:19]=2)=[CH:4][CH:3]=1.[NH2:28][NH2:29].O>CO>[Cl:1][C:2]1[CH:3]=[CH:4][C:5]([C:8]2[N:9]=[C:10]3[CH:15]=[CH:14][CH:13]=[CH:12][N:11]3[C:16]=2[CH2:17][C:18]2[N:22]=[C:21]([C:23]([NH:28][NH2:29])=[O:25])[O:20][N:19]=2)=[CH:6][CH:7]=1 |f:1.2|. Procedure details: To a solution of ethyl 3-((2-(4-chlorophenyl)imidazo[1,2-a]pyridin-3-yl)methyl)-1,2,4-oxadiazole-5-carboxylate (10.5 mmol, 4.0 g) in MeOH (50 mL) was cooled to 0° C., and 99% NH2NH2.H2O (62.8 mmol, 3.2 g) was then added dropwise. In the period of addition, lots of white precipitate was generated, kept stirring for 15 mins, the white solid was collected by filtration. The white solid was dispersed into MeOH again, sonicated for 10 mins, filtered, to give the final product (3.3 g, 86.0%). m/e+=369... Starting materials: O (Water), C(OCCCC[C@H](CO[N+](=O)[O-])O[N+](=O)[O-])(OC(C)Cl)=O ((5R)-5,6-bis(nitrooxy)hexyl 1-chloroethyl carbonate), C(CCC)C=1N(C(=C(N1)Cl)C(=O)O)CC1=CC=C(C=C1)C1=C(C=CC=C1)C1=NN=NN1C(C1=CC=CC=C1)(C1=CC=CC=C1)C1=CC=CC=C1 (2-butyl-4-chloro-1-{[2′-(1-trityl-1H-tetrazol-5-yl)biphenyl-4-yl]methyl}-1H-imidazole-5-carboxylic acid), C(=O)([O-])[O-].[Cs+].[Cs+] (Cs2CO3). Run in CN(C)C=O (DMF). Reaction conditions: temperature 70 celsius, time 2 hour. Product: C(CCC)C=1N(C(=C(N1)Cl)C(=O)OC(C)OC(=O)OCCCC[C@H](CO[N+](=O)[O-])O[N+](=O)[O-])CC1=CC=C(C=C1)C1=C(C=CC=C1)C1=NN=NN1 (1-[({[(5R)-5,6-bis(nitrooxy)hexyl]oxy}carbonyl)oxy]ethyl 2-butyl-4-chloro-1-{[2′-(1H-tetrazol-5-yl)biphenyl-4-yl]methyl}-1H-imidazole-5-carboxylate). Reaction SMILES: [C:1](=[O:21])([O:17][CH:18](Cl)[CH3:19])[O:2][CH2:3][CH2:4][CH2:5][CH2:6][C@@H:7]([O:13][N+:14]([O-:16])=[O:15])[CH2:8][O:9][N+:10]([O-:12])=[O:11].[CH2:22]([C:26]1[N:27]([CH2:35][C:36]2[CH:41]=[CH:40][C:39]([C:42]3[CH:47]=[CH:46][CH:45]=[CH:44][C:43]=3[C:48]3[N:52](C(C4C=CC=CC=4)(C4C=CC=CC=4)C4C=CC=CC=4)[N:51]=[N:50][N:49]=3)=[CH:38][CH:37]=2)[C:28]([C:32]([OH:34])=[O:33])=[C:29]([Cl:31])[N:30]=1)[CH2:23][CH2:24][CH3:25].C([O-])([O-])=O.[Cs+].[Cs+].O>CN(C=O)C>[CH2:22]([C:26]1[N:27]([CH2:35][C:36]2[CH:41]=[CH:40][C:39]([C:42]3[CH:47]=[CH:46][CH:45]=[CH:44][C:43]=3[C:48]3[NH:52][N:51]=[N:50][N:49]=3)=[CH:38][CH:37]=2)[C:28]([C:32]([O:34][CH:18]([O:17][C:1]([O:2][CH2:3][CH2:4][CH2:5][CH2:6][C@@H:7]([O:13][N+:14]([O-:16])=[O:15])[CH2:8][O:9][N+:10]([O-:12])=[O:11])=[O:21])[CH3:19])=[O:33])=[C:29]([Cl:31])[N:30]=1)[CH2:23][CH2:24][CH3:25] |f:2.3.4|. Procedure: (5R)-5,6-bis(nitrooxy)hexyl 1-chloroethyl carbonate (7.67 g, 23.2 mmol) was added to a stirred solution of 2-butyl-4-chloro-1-{[2′-(1-trityl-1H-tetrazol-5-yl)biphenyl-4-yl]methyl}-1H-imidazole-5-carboxylic acid (6.30 g, 9.3 mmol) and Cs2CO3 (3.02 g, 9.3 mmol) in DMF (186 mL). The solution was stirred at 70° C. for 2 h. Water (50 mL) was added and the solution was extracted with EtOAc (3×100 mL). The combined organic layers were dried (MgSO4), filtered, and concentrated in vacuo. The residue was ... The reactants are FC1=CC=C(C=C1)C1=NN(C2=CC=CC=C12)C1=CC(=CC=C1)O (3-(4-fluorophenyl)-1-(3-hydroxyphenyl)-1H-indazole), CN(C=O)C (dimethylformamide), CN(CCCCl)C (3-dimethylaminopropylchloride), C([O-])([O-])=O.[K+].[K+] (potassium carbonate). Conditions: temperature 100 celsius, time 4 hour. Yields the product FC1=CC=C(C=C1)C1=NN(C2=CC=CC=C12)C1=CC(=CC=C1)OCCCN(C)C.C(\C=C/C(=O)[O-])(=O)[O-] (3-(4-fluorophenyl)-1-[3-(3-dimethylaminopropoxy)phenyl]-1H-indazole·maleate). As a reaction SMILES: [F:1][C:2]1[CH:7]=[CH:6][C:5]([C:8]2[C:16]3[C:11](=[CH:12][CH:13]=[CH:14][CH:15]=3)[N:10]([C:17]3[CH:22]=[CH:21][CH:20]=[C:19]([OH:23])[CH:18]=3)[N:9]=2)=[CH:4][CH:3]=1.[CH3:24][N:25]([CH3:30])[CH2:26][CH2:27][CH2:28]Cl.[C:31](=[O:34])([O-:33])[O-].[K+].[K+].CN(C)C=[O:40]>>[F:1][C:2]1[CH:3]=[CH:4][C:5]([C:8]2[C:16]3[C:11](=[CH:12][CH:13]=[CH:14][CH:15]=3)[N:10]([C:17]3[CH:22]=[CH:21][CH:20]=[C:19]([O:23][CH2:28][CH2:27][CH2:26][N:25]([CH3:30])[CH3:24])[CH:18]=3)[N:9]=2)=[CH:6][CH:7]=1.[C:19]([O-:23])(=[O:40])/[CH:20]=[CH:21]\[C:31]([O-:33])=[O:34] |f:2.3.4,6.7|. Procedure: In 15 ml of dimethylformamide were suspended 5.3 g of 3-(4-fluorophenyl)-1-(3-hydroxyphenyl)-1H-indazole, 2.5 g of 3-dimethylaminopropylchloride and 2.7 g of potassium carbonate. The mixture was stirred at 100° C. for 4 hours, and then it was extracted with toluene-water. After the organic layer was concentrated, maleic acid was added to the residue to obtain the salt. The obtained crude crystals were recrystallized from ethyl acetate to give 5.0 g of 3-(4-fluorophenyl)-1-[3-(3-dimethylaminoprop...